describe an organic reaction: reactants, conditions, products, and yield From a dataset of the Open Reaction Database (ORD), a public repository of structured organic reaction records. The reactants are C(#N)C=1C=C(C=O)C=CC1 (3-cyanobenzaldehyde), P(OC(C(=O)OC)(CC(F)(F)F)CC(F)(F)F)([O-])=O (bis(2,2,2-trifluoroethyl)(methoxycarbonylmethyl) phosphonate), C1COCCOCCOCCOCCOCCO1 (18-crown-6), C[Si](C)(C)[N-][Si](C)(C)C.[K+] (potassium bis(trimethylsilyl)amide). Run in C1CCOC1 (THF), CCOC(=O)C.CCCCCC (EtOAc hexane), C1CCOC1 (THF). Reaction conditions: time 30 minute. Yields the product C(#N)C=1C=C(C=CC(=O)OC)C=CC1 (methyl 3-cyanocinnamate). Isolated yield 68.1%. RXN SMILES: P(=O)([O-])O[C:3]([CH2:13][C:14](F)(F)F)(CC(F)(F)F)[C:4]([O:6][CH3:7])=[O:5].C1OCCOCCOCCOCCOCCOC1.C[Si]([N-][Si](C)(C)C)(C)C.[K+].[C:48]([C:50]1[CH:51]=C([CH:55]=[CH:56][CH:57]=1)C=O)#[N:49]>C1COCC1.CCOC(C)=O.CCCCCC>[C:48]([C:50]1[CH:51]=[C:14]([CH:55]=[CH:56][CH:57]=1)[CH:13]=[CH:3][C:4]([O:6][CH3:7])=[O:5])#[N:49] |f:2.3,6.7|. Procedure details: To a solution of bis(2,2,2-trifluoroethyl)(methoxycarbonylmethyl) phosphonate (1.00 g, 3.14 mmol) and 18-crown-6 (4.14 g, 15.7 mmol) in THF (50 mL) at −78 C, potassium bis(trimethylsilyl)amide (6.3 mL, 0.5 M in toluene, 3.15 mmol) was added dropwise. After the addition was completed, 3-cyanobenzaldehyde (0.412 g, 3.14 mmol) in THF (8 mL) was added. The mixture was stirred at −78 C for 30 min before it was quenched with aq. NH4Cl. Water and ether were added. Aqueous phase was separated, extracted... The reactants are CC#N, O=P(Cl)(Cl)Cl, O=c1[nH]ccc2ncc(C(F)(F)F)cc12. The product is FC(F)(F)c1cnc2ccnc(Cl)c2c1. Reaction SMILES: [CH3:21][C:22]#[N:23].[Cl:16][P:17](=[O:18])([Cl:19])[Cl:20].[F:1][C:2]([c:3]1[cH:4][n:5][c:6]2[cH:7][cH:8][nH:9][c:10](=[O:13])[c:11]2[cH:12]1)([F:14])[F:15]>>[F:1][C:2]([c:3]1[cH:4][n:5][c:6]2[cH:7][cH:8][n:9][c:10]([Cl:16])[c:11]2[cH:12]1)([F:14])[F:15]. Starting materials: [N+](=O)([O-])C1=C(C#N)C(=CC=C1)[N+](=O)[O-] (2,6-dinitrobenzonitrile), OC[C@@H]1N(CCC1)C(=O)OC(C)(C)C ((R)-tert-butyl 2-(hydroxymethyl)pyrrolidine-1-carboxylate). Yields the product C(#N)C1=C(OC[C@@H]2N(CCC2)C(=O)OC(C)(C)C)C=CC=C1[N+](=O)[O-] ((R)-tert-Butyl 2-((2-cyano-3-nitrophenoxy)methyl)pyrrolidine-1-carboxylate). The yield is 87.0%. As a reaction SMILES: [N+]([C:4]1[CH:11]=[CH:10][CH:9]=[C:8]([N+:12]([O-:14])=[O:13])[C:5]=1[C:6]#[N:7])([O-])=O.[OH:15][CH2:16][C@H:17]1[CH2:21][CH2:20][CH2:19][N:18]1[C:22]([O:24][C:25]([CH3:28])([CH3:27])[CH3:26])=[O:23]>>[C:6]([C:5]1[C:8]([N+:12]([O-:14])=[O:13])=[CH:9][CH:10]=[CH:11][C:4]=1[O:15][CH2:16][C@H:17]1[CH2:21][CH2:20][CH2:19][N:18]1[C:22]([O:24][C:25]([CH3:28])([CH3:27])[CH3:26])=[O:23])#[N:7]. Procedure: Prepared as in Example 166d from 2,6-dinitrobenzonitrile and (R)-tert-butyl 2-(hydroxymethyl)pyrrolidine-1-carboxylate in 87% yield as a tan solid. 1H NMR (400 MHz, DMSO-d6) δ 1.39 (s, 9H), 1.82 (m, 1H), 2.02 (m, 3H), 3.32 (m, 2H), 4.08 (m, 1H), 4.32 (m, 2H), 7.79 (d, J=8.0 Hz, 1H), 7.91 (m, 2H). The product is CC(C)Cc1cc(C=O)nn1C(C)(C)C. Reaction SMILES: [C:12]([CH3:13])([CH3:14])([CH3:15])[n:16]1[n:17][c:18]([CH2:25][OH:26])[cH:19][c:20]1[CH2:21][CH:22]([CH3:23])[CH3:24].[Cl:27][CH2:28][Cl:29].[O:1]=[Cr:2]([Cl:3])([O-:4])=[O:5].[nH+:6]1[cH:7][cH:8][cH:9][cH:10][cH:11]1>>[C:12]([CH3:13])([CH3:14])([CH3:15])[n:16]1[n:17][c:18]([CH:25]=[O:26])[cH:19][c:20]1[CH2:21][CH:22]([CH3:23])[CH3:24]. The reactants are CC(C)Cc1cc(CO)nn1C(C)(C)C, ClCCl, O=[Cr](=O)([O-])Cl, c1cc[nH+]cc1. Starting materials: FC1=CC=C(C=C1)S(=O)(=O)N[C@H](C(=O)O)C ((S)-2-(4-fluoro-benzenesulfonylamino)-propionic acid), [Na] (sodium), C1(=CC=CC=C1)N1CCNCC1 (4-phenyl-piperazine). Product: C1(=CC=CC=C1)C[C@@H](C(=O)O)NS(=O)(=O)C1=CC=C(C=C1)N1CCN(CC1)C1=CC=CC=C1 ((S)-3-Phenyl-2-[4-(4-phenyl-piperazin-1-yl)-benzenesulfonylamino]-propionic acid). Reaction SMILES: F[C:2]1[CH:7]=[CH:6][C:5]([S:8]([NH:11][C@@H:12]([CH3:16])[C:13]([OH:15])=[O:14])(=[O:10])=[O:9])=[CH:4][CH:3]=1.[Na].[C:18]1([N:24]2[CH2:29][CH2:28][NH:27][CH2:26][CH2:25]2)[CH:23]=[CH:22][CH:21]=[CH:20][CH:19]=1>>[C:2]1([CH2:16][C@H:12]([NH:11][S:8]([C:5]2[CH:6]=[CH:7][C:2]([N:27]3[CH2:28][CH2:29][N:24]([C:18]4[CH:23]=[CH:22][CH:21]=[CH:20][CH:19]=4)[CH2:25][CH2:26]3)=[CH:3][CH:4]=2)(=[O:10])=[O:9])[C:13]([OH:15])=[O:14])[CH:7]=[CH:6][CH:5]=[CH:4][CH:3]=1 |^1:16|. Procedure: In a manner similar to Example 3(b), (S)-2-(4-fluoro-benzenesulfonylamino)-propionic acid, sodium salt and 4-phenyl-piperazine were condensed to give the title compound as a beige solid, mp=192-193° C. Reported procedure: 1-Methylpiperazine (0.2 mL, 1.8 mmol) was added to a solution of 8-(5-bromopentyloxy)-4-(3,5-dichloropyridin-4-ylamino)-7-methoxy-2H-chromen-2-one (50 mg, 0.1 mmol, Example 28) and DMSO (1.5 mL). After 10 h, the reaction was poured into 10% K2CO3 (30 mL) and extracted with ethyl acetate (30 mL×3). The combined organic extracts were dried, filtered, concentrated, and purified by reverse-phase HPLC (acetonitrile:water) to give 4-(3,5-dichloropyridin-4-ylamino)-7-methoxy-8-(5-(4-methylpiperazin-1-y... RXN SMILES: [CH3:1][N:2]1[CH2:7][CH2:6][NH:5][CH2:4][CH2:3]1.Br[CH2:9][CH2:10][CH2:11][CH2:12][CH2:13][O:14][C:15]1[C:16]([O:35][CH3:36])=[CH:17][CH:18]=[C:19]2[C:24]=1[O:23][C:22](=[O:25])[CH:21]=[C:20]2[NH:26][C:27]1[C:32]([Cl:33])=[CH:31][N:30]=[CH:29][C:28]=1[Cl:34].C([O-])([O-])=O.[K+].[K+]>CS(C)=O>[Cl:34][C:28]1[CH:29]=[N:30][CH:31]=[C:32]([Cl:33])[C:27]=1[NH:26][C:20]1[C:19]2[C:24](=[C:15]([O:14][CH2:13][CH2:12][CH2:11][CH2:10][CH2:9][N:5]3[CH2:6][CH2:7][N:2]([CH3:1])[CH2:3][CH2:4]3)[C:16]([O:35][CH3:36])=[CH:17][CH:18]=2)[O:23][C:22](=[O:25])[CH:21]=1 |f:2.3.4|. Starting materials: CN1CCNCC1 (1-Methylpiperazine), BrCCCCCOC=1C(=CC=C2C(=CC(OC12)=O)NC1=C(C=NC=C1Cl)Cl)OC (8-(5-Bromopentyloxy)-4-(3,5-dichloropyridin-4-ylamino)-7-methoxy-2H-chromen-2-one), C(=O)([O-])[O-].[K+].[K+] (K2CO3). Reaction conditions: time 10 hour. Product: ClC=1C=NC=C(C1NC1=CC(OC2=C(C(=CC=C12)OC)OCCCCCN1CCN(CC1)C)=O)Cl (4-(3,5-dichloropyridin-4-ylamino)-7-methoxy-8-(5-(4-methylpiperazin-1-yl)pentyloxy)-2H-chromen-2-one). The solvent is CS(=O)C (DMSO). Reactants: Cl (hydrochloric acid), C(C1=CC=CC=C1)OC([C@H](CC1=CC=C(C=C1)C1=CC=CC=C1)NC(=O)OC(C)(C)C)=O ((S)-2-(t-butoxycarbonylamino)-3-(biphenyl-4-yl)-propionic acid benzyl ester), CCOCC (Ether). Run in C(C)(=O)OCC (ethyl acetate). Conditions: time 1 hour. Product: Cl.C(C1=CC=CC=C1)OC([C@H](CC1=CC=C(C=C1)C1=CC=CC=C1)N)=O ((S)-2-amino-3-(biphenyl-4-yl)-propionic acid benzyl ester hydrochloride). Reaction SMILES: [CH2:1]([O:8][C:9](=[O:32])[C@@H:10]([NH:24]C(OC(C)(C)C)=O)[CH2:11][C:12]1[CH:17]=[CH:16][C:15]([C:18]2[CH:23]=[CH:22][CH:21]=[CH:20][CH:19]=2)=[CH:14][CH:13]=1)[C:2]1[CH:7]=[CH:6][CH:5]=[CH:4][CH:3]=1.[ClH:33].CCOCC>C(OCC)(=O)C>[ClH:33].[CH2:1]([O:8][C:9](=[O:32])[C@@H:10]([NH2:24])[CH2:11][C:12]1[CH:13]=[CH:14][C:15]([C:18]2[CH:19]=[CH:20][CH:21]=[CH:22][CH:23]=2)=[CH:16][CH:17]=1)[C:2]1[CH:3]=[CH:4][CH:5]=[CH:6][CH:7]=1 |f:4.5|. Reported procedure: A stirred solution of (S)-2-(t-butoxycarbonylamino)-3-(biphenyl-4-yl)-propionic acid benzyl ester (3.95 g, 9.15 mmol) in ethyl acetate (40 mL) under nitrogen is cooled to 0° and treated with hydrochloric acid gas (4 g). A precipitate appears and the mixture is warmed to room temperature and stirred for 1 hour. Ether (25 mL) is added and the solid is filtered off and briefly dried under high vacuum for 1 hour. (S)-2-amino-3-(biphenyl-4-yl)-propionic acid benzyl ester hydrochloride is obtained as ...